From a dataset of the Open Reaction Database (ORD), a public repository of structured organic reaction records. describe an organic reaction: reactants, conditions, products, and yield Reactants: ClC1=CC2=C(NC(C3=C(O2)SC(=C3)C)=O)C=C1 (8-chloro-2-methylthieno[2,3-b][1,5]benzoxazepin-4(5H)-one), CN1CCNCC1 (1-methylpiperazine), P(=O)(Cl)(Cl)Cl (phosphorus oxychloride), CN(C1=CC=CC=C1)C (N,N-dimethylaniline). Yields the product ClC1=CC2=C(N=C(C3=C(O2)SC(=C3)C)N3CCN(CC3)C)C=C1 (8-chloro-2-methyl-4-(4-methylpiperazin-1-yl)thieno[2,3-b][1,5]benzoxazepine). Reaction SMILES: [Cl:1][C:2]1[CH:17]=[CH:16][C:5]2[NH:6][C:7](=O)[C:8]3[CH:13]=[C:12]([CH3:14])[S:11][C:9]=3[O:10][C:4]=2[CH:3]=1.P(Cl)(Cl)(Cl)=O.CN(C)C1C=CC=CC=1.[CH3:32][N:33]1[CH2:38][CH2:37][NH:36][CH2:35][CH2:34]1>>[Cl:1][C:2]1[CH:17]=[CH:16][C:5]2[N:6]=[C:7]([N:36]3[CH2:37][CH2:38][N:33]([CH3:32])[CH2:34][CH2:35]3)[C:8]3[CH:13]=[C:12]([CH3:14])[S:11][C:9]=3[O:10][C:4]=2[CH:3]=1. Reported procedure: In the same manner as in Example 125 and using 8-chloro-2-methylthieno[2,3-b][1,5]benzoxazepin-4(5H)-one, phosphorus oxychloride, N,N-dimethylaniline and 1-methylpiperazine, 8-chloro-2-methyl-4-(4-methylpiperazin-1-yl)thieno[2,3-b][1,5]benzoxazepine is obtained. Starting materials: ClCC#N (Chloroacetonitrile), C1(=CC=CC=C1)S (thiophenol), ethanolic solution. The solvent is CC[O-].[Na+] (sodium ethylate). Conditions: temperature 20 celsius. Yields the product C1(=CC=CC=C1)SCC#N (Phenylthioacetonitrile). Reaction SMILES: Cl[CH2:2][C:3]#[N:4].[C:5]1([SH:11])[CH:10]=[CH:9][CH:8]=[CH:7][CH:6]=1>CC[O-].[Na+]>[C:5]1([S:11][CH2:2][C:3]#[N:4])[CH:10]=[CH:9][CH:8]=[CH:7][CH:6]=1 |f:2.3|. Procedure details: Chloroacetonitrile (11.4 cc) is added at a temperature in the region of 5° C., in the course of 45 minutes, to a stirred solution of thiophenol (20 g) and a 2M ethanolic solution of sodium ethylate (90 cc). Stirring is maintained for 5 hours at a temperature in the region of 20° C. The reaction mixture is filtered, and the filtrate is evaporated to dryness at 50° C. under vacuum (20 mm Hg; 2.7 kPa). The residue is dissolved in a mixture (30 cc) of cyclohexane and ethyl acetate (70:30 by volume) ... Starting materials: C1CCOC1, CC(C)[Si](OC1CCC(c2cccc(F)c2F)C(OS(C)(=O)=O)c2cccnc21)(C(C)C)C(C)C, CCOC(C)=O, CCCCCC. Product: CC(C)[Si](OC1CCC(c2cccc(F)c2F)Cc2cccnc21)(C(C)C)C(C)C. Reaction SMILES: [CH2:48]1[O:49][CH2:50][CH2:51][CH2:52]1.[CH3:1][S:2]([O:3][CH:6]1[CH:7]([c:28]2[c:29]([F:35])[c:30]([F:34])[cH:31][cH:32][cH:33]2)[CH2:8][CH2:9][CH:10]([O:17][Si:18]([CH:19]([CH3:20])[CH3:21])([CH:22]([CH3:23])[CH3:24])[CH:25]([CH3:26])[CH3:27])[c:11]2[n:12][cH:13][cH:14][cH:15][c:16]21)(=[O:4])=[O:5].[CH3:36][CH2:37][O:38][C:39]([CH3:40])=[O:41].[CH3:42][CH2:43][CH2:44][CH2:45][CH2:46][CH3:47]>>[CH2:6]1[CH:7]([c:28]2[c:29]([F:35])[c:30]([F:34])[cH:31][cH:32][cH:33]2)[CH2:8][CH2:9][CH:10]([O:17][Si:18]([CH:19]([CH3:20])[CH3:21])([CH:22]([CH3:23])[CH3:24])[CH:25]([CH3:26])[CH3:27])[c:11]2[n:12][cH:13][cH:14][cH:15][c:16]21.